The task is: describe an organic reaction: reactants, conditions, products, and yield. This data is from the Open Reaction Database (ORD), a public repository of structured organic reaction records. The reactants are COC([C@H](CC1=CC=C(C=C1)C1=C(C(=NC=C1)C)C)NC(=O)[C@H]1NCC=2C=C3C(=CC2C1)OC[C@@H](O3)C3=CC=C(C=C3)OCC3=CC(=C(C=C3)Cl)Cl)=O ((S)-2-({(3S,8S)-3-[4-(3,4-Dichloro-benzyloxy)-phenyl]-2,3,6,7,8,9-hexahydro-[1,4]dioxino[2,3-g]isoquinoline-8-carbonyl}-amino)-3-[4-(2,3-dimethyl-pyridin-4-yl)-phenyl]-propionic acid methyl ester), C1=CC=CC=C1 (benzene). The solvent is C(Cl)Cl (DCM). Reaction conditions: time 1 hour. The product is ClC=1C=C(COC2=CC=C(C=C2)[C@@H]2OC=3C(=CC=4C[C@H](N(CC4C3)C(N[C@@H](C)C3=CC=CC=C3)=O)C(=O)N[C@H](C(=O)O)CC3=CC=C(C=C3)C3=C(C(=NC=C3)C)C)OC2)C=CC1Cl ((S)-2-{[(3S,8S)-3-[4-(3,4-Dichloro-benzyloxy)-phenyl]-7-((S)-1-phenyl-ethylcarbamoyl)-2,3,6,7,8,9-hexahydro-[1,4]dioxino[2,3-g]isoquinoline-8-carbonyl]-amino}-3-[4-(2,3-dimethyl-pyridin-4-yl)-phenyl]-propionic acid). As a reaction SMILES: C[O:2][C:3](=[O:53])[C@@H:4]([NH:20][C:21]([C@@H:23]1[CH2:32][C:31]2[CH:30]=[C:29]3[O:33][CH2:34][C@H:35]([C:37]4[CH:42]=[CH:41][C:40]([O:43][CH2:44][C:45]5[CH:50]=[CH:49][C:48]([Cl:51])=[C:47]([Cl:52])[CH:46]=5)=[CH:39][CH:38]=4)[O:36][C:28]3=[CH:27][C:26]=2[CH2:25][NH:24]1)=[O:22])[CH2:5][C:6]1[CH:11]=[CH:10][C:9]([C:12]2[CH:17]=[CH:16][N:15]=[C:14]([CH3:18])[C:13]=2[CH3:19])=[CH:8][CH:7]=1.[CH:54]1[CH:59]=[CH:58][CH:57]=[CH:56][CH:55]=1>C(Cl)Cl>[Cl:52][C:47]1[CH:46]=[C:45]([CH:50]=[CH:49][C:48]=1[Cl:51])[CH2:44][O:43][C:40]1[CH:39]=[CH:38][C:37]([C@H:35]2[CH2:34][O:33][C:29]3=[CH:30][C:31]4[CH2:32][C@@H:23]([C:21]([NH:20][C@@H:4]([CH2:5][C:6]5[CH:11]=[CH:10][C:9]([C:12]6[CH:17]=[CH:16][N:15]=[C:14]([CH3:18])[C:13]=6[CH3:19])=[CH:8][CH:7]=5)[C:3]([OH:2])=[O:53])=[O:22])[N:24]([C:21](=[O:22])[NH:20][C@H:4]([C:54]5[CH:59]=[CH:58][CH:57]=[CH:56][CH:55]=5)[CH3:3])[CH2:25][C:26]=4[CH:27]=[C:28]3[O:36]2)=[CH:42][CH:41]=1. Procedure details: To a solution of (S)-2-({(3S,8S)-3-[4-(3,4-Dichloro-benzyloxy)-phenyl]-2,3,6,7,8,9-hexahydro-[1,4]dioxino[2,3-g]isoquinoline-8-carbonyl}-amino)-3-[4-(2,3-dimethyl-pyridin-4-yl)-phenyl]-propionic acid methyl ester in DCM was added (S)-1-Isocyanato-ethyl)-benzene (5 equiv) and the reaction was stirred at rt for 1 hour. The reaction mixture was directly purified over silica (hexanes to 1:1 hexanes EtOAc to 1:1 hexanes EtOAc+1% MeOH to 1:1 hexanes EtOAc+2% MeOH to 1:1 hexanes EtOAc+3% MeOH). The res... Starting materials: O=C(n1ccnc1)n1ccnc1, O=C(O)c1cn(C2CCCC2)c2cc(NC3CCCCC3)c(F)cc2c1=O, CN(C)C=O, O. The product is O=c1c(CO)cn(C2CCCC2)c2cc(NC3CCCCC3)c(F)cc12. As a reaction SMILES: [C:33]([n:34]1[cH:35][cH:36][n:37][cH:38]1)([n:39]1[cH:40][cH:41][n:42][cH:43]1)=[O:44].[CH:6]1([NH:12][c:13]2[c:14]([F:32])[cH:15][c:16]3[c:17](=[O:31])[c:18]([C:28](=[O:29])[OH:30])[cH:19][n:20]([CH:23]4[CH2:24][CH2:25][CH2:26][CH2:27]4)[c:21]3[cH:22]2)[CH2:7][CH2:8][CH2:9][CH2:10][CH2:11]1.[O:1]=[CH:2][N:3]([CH3:4])[CH3:5].[OH2:45]>>[CH:6]1([NH:12][c:13]2[c:14]([F:32])[cH:15][c:16]3[c:17](=[O:31])[c:18]([CH2:28][OH:29])[cH:19][n:20]([CH:23]4[CH2:24][CH2:25][CH2:26][CH2:27]4)[c:21]3[cH:22]2)[CH2:7][CH2:8][CH2:9][CH2:10][CH2:11]1. The reactants are [N+](=O)(O)[O-] (nitric acid), OC1=CC(NC2=C(C=CC=C12)C)=O (4-hydroxy-8-methylcarbostyril). Solvent: C(C)(=O)O (acetic acid). Conditions: temperature 100 celsius. The product is OC1=C(C(NC2=C(C=CC=C12)C)=O)[N+](=O)[O-] (4-Hydroxy-8-methyl-3-nitrocarbostyril). RXN SMILES: [OH:1][C:2]1[C:11]2[C:6](=[C:7]([CH3:12])[CH:8]=[CH:9][CH:10]=2)[NH:5][C:4](=[O:13])[CH:3]=1.[N+:14]([O-])([OH:16])=[O:15]>C(O)(=O)C>[OH:1][C:2]1[C:11]2[C:6](=[C:7]([CH3:12])[CH:8]=[CH:9][CH:10]=2)[NH:5][C:4](=[O:13])[C:3]=1[N+:14]([O-:16])=[O:15]. Reported procedure: A suspension of 4-hydroxy-8-methylcarbostyril (1.63g; 0.0093 mole), in glacial acetic acid (10 ml) was stirred during the addition of concentrated nitric acid (2.5 ml, d, 1.42) and the mixture warmed for 8 minutes at 100° C, after which time the solution had cleared and began to precipitate the yellow nitro derivative. After cooling, ethanol was added and the solid filtered and washed well with ethanol. On drying in vacuo over P2O5NaOH it had m.p. 266°-267° C (Found: C, 54.41; H, 3.80; N, 12.51;... Reactants: C([O-])(O)=O.[Na+] (sodium bicarbonate), O1CCN(CC1)C1=CC(=C2N=CC=NC2=C1)NC1CCC(CC1)NC(OC(C)(C)C)=O (tert-butyl (-4-((7-morpholinoquinoxalin-5-yl)amino)cyclohexyl)carbamate), FC(C(=O)O)(F)F (trifluoroacetic acid). Solvent: ClCCl (dichloromethane). Reaction conditions: time 2 hour. Product: O1CCN(CC1)C1=CC(=C2N=CC=NC2=C1)NC1CCC(CC1)N (N1-(7-morpholinoquinoxalin-5-yl)cyclohexane-1,4-diamine), FC(C(=O)[O-])(F)F (trifluoroacetate). RXN SMILES: [O:1]1[CH2:6][CH2:5][N:4]([C:7]2[CH:16]=[C:15]3[C:10]([N:11]=[CH:12][CH:13]=[N:14]3)=[C:9]([NH:17][CH:18]3[CH2:23][CH2:22][CH:21]([NH:24]C(=O)OC(C)(C)C)[CH2:20][CH2:19]3)[CH:8]=2)[CH2:3][CH2:2]1.[F:32][C:33]([F:38])([F:37])[C:34]([OH:36])=[O:35].C(=O)(O)[O-].[Na+]>ClCCl>[O:1]1[CH2:6][CH2:5][N:4]([C:7]2[CH:16]=[C:15]3[C:10]([N:11]=[CH:12][CH:13]=[N:14]3)=[C:9]([NH:17][CH:18]3[CH2:23][CH2:22][CH:21]([NH2:24])[CH2:20][CH2:19]3)[CH:8]=2)[CH2:3][CH2:2]1.[F:32][C:33]([F:38])([F:37])[C:34]([O-:36])=[O:35] |f:2.3|. Procedure: As shown in step 3-iv of Scheme 3, to a solution of tert-butyl (-4-((7-morpholinoquinoxalin-5-yl)amino)cyclohexyl)carbamate (900 mg, 2.00 mmol) in dichloromethane (16 mL) was added trifluoroacetic acid (3 mL, 38.9 mmol). The resulting black reaction mixture was stirred under an atmosphere of nitrogen at room temperature for 2 hours. Saturated aqueous sodium bicarbonate (150 mL) was added slowly until the color turned from black to orange. The mixture was extracted with dichloromethane (2×100 mL)... The reactants are CO, COc1nc(C)c(C)cc1[N+](=O)[O-], C1CCOC1. The product is COc1nc(C)c(C)cc1N. Reaction SMILES: [CH3:19][OH:20].[CH3:1][c:2]1[cH:3][c:4]([N+:11]([O-:12])=[O:13])[c:5]([O:9][CH3:10])[n:6][c:7]1[CH3:8].[O:14]1[CH2:15][CH2:16][CH2:17][CH2:18]1>>[CH3:1][c:2]1[cH:3][c:4]([NH2:11])[c:5]([O:9][CH3:10])[n:6][c:7]1[CH3:8]. Reactants: [H-].[Na+] (Sodium hydride), C(C=C)C1=C(C=CC(=C1)OCCCC)O (2-allyl-4-butoxyphenol), CN(CCCCl)C (3-dimethylaminopropyl chloride). Solvent: C1(=CC=CC=C1)C (toluene), C1(=CC=CC=C1)C (toluene). Reaction conditions: time 8 hour. The product is CN(C)CCCOC1=C(C=C(C=C1)OCCCC)CC=C (N,N-dimethyl-3-(2-allyl-4-butoxyphenoxy)propylamine). Isolated yield 78.7%. RXN SMILES: [H-].[Na+].[CH2:3]([C:6]1[CH:11]=[C:10]([O:12][CH2:13][CH2:14][CH2:15][CH3:16])[CH:9]=[CH:8][C:7]=1[OH:17])[CH:4]=[CH2:5].[CH3:18][N:19]([CH3:24])[CH2:20][CH2:21][CH2:22]Cl>C1(C)C=CC=CC=1>[CH3:18][N:19]([CH2:20][CH2:21][CH2:22][O:17][C:7]1[CH:8]=[CH:9][C:10]([O:12][CH2:13][CH2:14][CH2:15][CH3:16])=[CH:11][C:6]=1[CH2:3][CH:4]=[CH2:5])[CH3:24] |f:0.1|. Procedure details: Sodium hydride (106 mg) was added to a solution of 2-allyl-4-butoxyphenol (500 mg) in toluene (40 ml). The reaction mixture was heated to reflux. A solution of 3-dimethylaminopropyl chloride (437 mg) in toluene (20 ml) was added to the refluxing reaction mixture and heating continued for a further 8 hours. The reaction mixture was cooled to ambient temperature, evaporated and the residue dissolved in water (10 ml). The resulting solution was extracted with ethyl acetate (4×15 ml). The ethyl acet... The reactants are CS(=O)(=O)C(C)(C)C=1C=C2C=CC=NC2=C(C1)C1=CC(=CC=C1)C=1C=NC=C(C1)SCC[Si](C)(C)C (6-(1-Methanesulfonyl-1-methyl-ethyl)-8-{3-[5-(2-trimethylsilanyl-ethylsulfanyl)-pyridin-3-yl]-phenyl}-quinoline), C(C)OC(C(F)(F)Br)=O (bromo-difluoro-acetic acid ethyl ester), CCOC(=O)C (EtOAc). Solvent: CCOCC (Et2O). Yields the product C(C)OC(C(SC=1C=NC=C(C1)C1=CC(=CC=C1)C=1C=C(C=C2C=CC=NC12)C(C)(C)S(=O)(=O)C)(F)F)=O (Difluoro-(5-{3-[6-(1-methanesulfonyl-1-methyl-ethyl)-quinolin-8-yl]-phenyl}-pyridin-3-ylsulfanyl)-acetic acid ethyl ester). As a reaction SMILES: [CH3:1][S:2]([C:5]([C:8]1[CH:9]=[C:10]2[C:15](=[C:16]([C:18]3[CH:23]=[CH:22][CH:21]=[C:20]([C:24]4[CH:25]=[N:26][CH:27]=[C:28]([S:30]CC[Si](C)(C)C)[CH:29]=4)[CH:19]=3)[CH:17]=1)[N:14]=[CH:13][CH:12]=[CH:11]2)([CH3:7])[CH3:6])(=[O:4])=[O:3].[CH2:37]([O:39][C:40](=[O:45])[C:41](Br)([F:43])[F:42])[CH3:38].CCOC(C)=O>CCOCC>[CH2:37]([O:39][C:40](=[O:45])[C:41]([F:43])([F:42])[S:30][C:28]1[CH:27]=[N:26][CH:25]=[C:24]([C:20]2[CH:21]=[CH:22][CH:23]=[C:18]([C:16]3[CH:17]=[C:8]([C:5]([S:2]([CH3:1])(=[O:4])=[O:3])([CH3:6])[CH3:7])[CH:9]=[C:10]4[C:15]=3[N:14]=[CH:13][CH:12]=[CH:11]4)[CH:19]=2)[CH:29]=1)[CH3:38]. Procedure details: Prepared according to the procedure described in EXAMPLE 24 (Step 5) but using 6-(1-methanesulfonyl-1-methyl-ethyl)-8-{3-[5-(2-trimethylsilanyl-ethylsulfanyl)-pyridin-3-yl]-phenyl}-quinoline from EXAMPLE 24 (Step 2) and bromo-difluoro-acetic acid ethyl ester as starting materials. Flash chromatography (Hex:EtOAc; 1:4) and stirring in Hex:Et2O afforded the title compound as a white solid after filtration. Reactants: FC(C1=CC=C(C=N1)N)(F)F (6-trifluoromethyl-pyridin-3-ylamine), COC(CC1CCC(CC1)C1=CC=C(C=C1)C=1C=NC(=NC1)Cl)=O ({4-[4-(2-chloro-pyrimidin-5-yl)-phenyl]-cyclohexyl}-acetic acid methyl ester), CC(C)C1=CC(=C(C(=C1)C(C)C)C2=C(C=CC=C2)P(C3CCCCC3)C4CCCCC4)C(C)C (X-Phos), C(=O)([O-])[O-].[Cs+].[Cs+] (Cs2CO3). Reagents/catalysts: CC(=O)[O-].CC(=O)[O-].[Pd+2] (Pd(OAc)2). Conditions: temperature 150 celsius. The product is COC(CC1CCC(CC1)C1=CC=C(C=C1)C=1C=NC(=NC1)NC=1C=NC(=CC1)C(F)(F)F)=O ((4-{4-[2-(6-Trifluoromethyl-pyridin-3-ylamino)-pyrimidin-5-yl]-phenyl}-cyclohexyl)-acetic acid methyl ester). RXN SMILES: [F:1][C:2]([F:11])([F:10])[C:3]1[N:8]=[CH:7][C:6]([NH2:9])=[CH:5][CH:4]=1.[CH3:12][O:13][C:14](=[O:35])[CH2:15][CH:16]1[CH2:21][CH2:20][CH:19]([C:22]2[CH:27]=[CH:26][C:25]([C:28]3[CH:29]=[N:30][C:31](Cl)=[N:32][CH:33]=3)=[CH:24][CH:23]=2)[CH2:18][CH2:17]1.CC(C1C=C(C(C)C)C(C2C=CC=CC=2P(C2CCCCC2)C2CCCCC2)=C(C(C)C)C=1)C.C([O-])([O-])=O.[Cs+].[Cs+]>CC([O-])=O.CC([O-])=O.[Pd+2]>[CH3:12][O:13][C:14](=[O:35])[CH2:15][CH:16]1[CH2:17][CH2:18][CH:19]([C:22]2[CH:23]=[CH:24][C:25]([C:28]3[CH:33]=[N:32][C:31]([NH:9][C:6]4[CH:7]=[N:8][C:3]([C:2]([F:1])([F:10])[F:11])=[CH:4][CH:5]=4)=[N:30][CH:29]=3)=[CH:26][CH:27]=2)[CH2:20][CH2:21]1 |f:3.4.5,6.7.8|. Procedure details: To a glass vial add 6-trifluoromethyl-pyridin-3-ylamine (35 mg, 0.217 mmol), {4-[4-(2-chloro-pyrimidin-5-yl)-phenyl]-cyclohexyl}-acetic acid methyl ester (50 mg, 0.145 mmol), Pd(OAc)2(5 mg, 5% mol), X-Phos (7 mg, 10% mol), and Cs2CO3 (118 mg, 0.363 mmol). Flush with N2. Add tBuOH (0.25 mL), toluene (0.75 mL), and seal the tube. The reaction mixture is heated to 150° C. for 30 min by microwave irradiation. The reaction is diluted with EtOAc and filtered. The filtrate is concentrated and chromatog... Reactants: C(C)(=O)O (acetic acid), C(C)OC(OCC)P(OCC)[O-] (ethyl (diethoxymethyl)phosphonite), C(C(=C)C)#N (methacrylonitrile), [H-].[Na+] (sodium hydride). Solvent: C(C)O (ethanol), C(C)O (ethanol). Conditions: time 4 hour. The product is C(C)OP(=O)(C(OCC)OCC)CC(C)C#N (ethyl-2-cyanopropyl(diethoxymethyl)phosphinate). RXN SMILES: [CH2:1]([O:3][CH:4]([P:8]([O-:12])[O:9][CH2:10][CH3:11])[O:5][CH2:6][CH3:7])[CH3:2].[C:13](#[N:17])[C:14]([CH3:16])=[CH2:15].[H-].[Na+].C(O)(=O)C>C(O)C>[CH2:10]([O:9][P:8]([CH2:15][CH:14]([C:13]#[N:17])[CH3:16])([CH:4]([O:5][CH2:6][CH3:7])[O:3][CH2:1][CH3:2])=[O:12])[CH3:11] |f:2.3|. Reported procedure: A solution of 23.5 g of ethyl (diethoxymethyl)phosphonite and 6.7 g of methacrylonitrile in 30 ml of ethanol is added dropwise to a stirred mixture of 1.2 g of sodium hydride (50% dispersion in oil) in 30 ml of ethanol at 0° C. under an atmosphere of nitrogen. The reaction mixture is allowed to warm to room temperature and stirred for 4 hours. 1 ml of glacial acetic acid is added and the mixture is concentrated under reduced pressure. The resulting crude product is dissolved in 50 ml of ethyl ac... The reactants are C1(=CC=CC=C1)C1=NC(=NC=C1)N1CC2CCNCC12 (8-(4-phenyl-pyrimidin-2-yl)-3,8-diaza-bicyclo[4.2.0]octane), S1C(=CC=C1)C1=C(C(=O)O)C=CC=C1 (2-thiophen-2-yl-benzoic acid), CC1=NC(=NC(=C1)C)N1C[C@@H]2CCNC[C@H]12 ((1R,6S)8-(4,6-dimethyl-pyrimidin-2-yl)-3,8-diaza-bicyclo[4.2.0]octane), COC1=C(C(=O)O)C(=CC=C1)OC (2,6-dimethoxy-benzoic acid). Yields the product COC1=C(C(=CC=C1)OC)C(=O)N1CC2N(CC2CC1)C1=NC=CC(=N1)C1=CC=CC=C1 ((2,6-Dimethoxy-phenyl)-[8-(4-phenyl-pyrimidin-2-yl)-3,8-diaza-bicyclo[4.2.0]oct-3-yl]-methanone). RXN SMILES: [C:1]1([C:7]2[CH:12]=[CH:11][N:10]=[C:9]([N:13]3[CH:20]4[CH:15]([CH2:16][CH2:17][NH:18][CH2:19]4)[CH2:14]3)[N:8]=2)[CH:6]=[CH:5][CH:4]=[CH:3][CH:2]=1.CC1C=C(C)N=C(N2[C@@H]3[C@@H](CCNC3)C2)N=1.[CH3:37][O:38][C:39]1[CH:47]=[CH:46][CH:45]=[C:44]([O:48][CH3:49])[C:40]=1[C:41](O)=[O:42].S1C=CC=C1C1C=CC=CC=1C(O)=O>>[CH3:49][O:48][C:44]1[CH:45]=[CH:46][CH:47]=[C:39]([O:38][CH3:37])[C:40]=1[C:41]([N:18]1[CH2:17][CH2:16][CH:15]2[CH:20]([N:13]([C:9]3[N:8]=[C:7]([C:1]4[CH:2]=[CH:3][CH:4]=[CH:5][CH:6]=4)[CH:12]=[CH:11][N:10]=3)[CH2:14]2)[CH2:19]1)=[O:42]. Reported procedure: The title compound was prepared in a manner analogous to Example 1, substituting 8-(4-phenyl-pyrimidin-2-yl)-3,8-diaza-bicyclo[4.2.0]octane (Intermediate 6) for (1R,6S)8-(4,6-dimethyl-pyrimidin-2-yl)-3,8-diaza-bicyclo[4.2.0]octane and 2,6-dimethoxy-benzoic acid for 2-thiophen-2-yl-benzoic acid. MS (ESI) mass calcd. for C25H26N4O3, 430.50; m/z found, 431.3 [M+H]+. 1H NMR (400 MHz, CDCl3): 7.60-7.27 (m, 7H), 7.25-6.66 (m, 3H), 4.84-2.46 (m, 12H), 2.18-1.15 (m, 4H).